The task is: describe an organic reaction: reactants, conditions, products, and yield. This data is from the Open Reaction Database (ORD), a public repository of structured organic reaction records. Reactants: C[O-], CO, [Cl-], ClCCl, [Na+], Cc1cc2c(cc1C(F)(F)F)NC(=O)CC(c1cccc(-c3ccnc(CO)c3)c1)=N2, O=S(Cl)Cl. Yields the product COCc1cc(-c2cccc(C3=Nc4cc(C)c(C(F)(F)F)cc4NC(=O)C3)c2)ccn1. RXN SMILES: [CH3:37][O-:38].[CH3:43][OH:44].[Cl-:36].[Cl:40][CH2:41][Cl:42].[Na+:39].[OH:1][CH2:2][c:3]1[n:4][cH:5][cH:6][c:7](-[c:9]2[cH:10][c:11]([C:15]3=[N:16][c:17]4[c:18]([cH:23][c:24]([C:28]([F:29])([F:30])[F:31])[c:25]([CH3:27])[cH:26]4)[NH:19][C:20](=[O:22])[CH2:21]3)[cH:12][cH:13][cH:14]2)[cH:8]1.[S:32]([Cl:33])([Cl:34])=[O:35]>>[O:1]([CH2:2][c:3]1[n:4][cH:5][cH:6][c:7](-[c:9]2[cH:10][c:11]([C:15]3=[N:16][c:17]4[c:18]([cH:23][c:24]([C:28]([F:29])([F:30])[F:31])[c:25]([CH3:27])[cH:26]4)[NH:19][C:20](=[O:22])[CH2:21]3)[cH:12][cH:13][cH:14]2)[cH:8]1)[CH3:37].